From a dataset of the Open Reaction Database (ORD), a public repository of structured organic reaction records. describe an organic reaction: reactants, conditions, products, and yield Starting materials: FC(C(=O)O)(F)F (trifluoroacetic acid), C(C)(C)(C)OC(=O)N1C[C@H](CC1)OC1=CC=C(C=C1)C(C(=O)OCC)CC=1OC2=C(C1)C=C(C=C2)C#N (ethyl 2-[4-[((3S)-1-tert-butoxycarbonyl-3-pyrrolidinyl)oxy]phenyl]-3-(5-cyano-2-benzofuranyl)propionate), C([O-])(O)=O.[Na+] (sodium bicarbonate). The solvent is C1(=CC=CC=C1)OC (anisole). Reaction conditions: time 1 hour. Yields the product C(C)(=O)N1C[C@H](CC1)OC1=CC=C(C=C1)C(C(=O)OCC)CC=1OC2=C(C1)C=C(C=C2)C#N (ethyl 2-[4-[((3S)-1-acetyl-3-pyrrolidinyl)oxy]phenyl]-3-(5-cyano-2-benzofuranyl)propionate). Reaction SMILES: C([O:5][C:6]([N:8]1[CH2:12][CH2:11][C@H:10]([O:13][C:14]2[CH:19]=[CH:18][C:17]([CH:20]([CH2:26][C:27]3[O:28][C:29]4[CH:35]=[CH:34][C:33]([C:36]#[N:37])=[CH:32][C:30]=4[CH:31]=3)[C:21]([O:23][CH2:24][CH3:25])=[O:22])=[CH:16][CH:15]=2)[CH2:9]1)=O)(C)(C)C.F[C:39](F)(F)C(O)=O.C(=O)(O)[O-].[Na+]>C1(OC)C=CC=CC=1>[C:6]([N:8]1[CH2:12][CH2:11][C@H:10]([O:13][C:14]2[CH:19]=[CH:18][C:17]([CH:20]([CH2:26][C:27]3[O:28][C:29]4[CH:35]=[CH:34][C:33]([C:36]#[N:37])=[CH:32][C:30]=4[CH:31]=3)[C:21]([O:23][CH2:24][CH3:25])=[O:22])=[CH:16][CH:15]=2)[CH2:9]1)(=[O:5])[CH3:39] |f:2.3|. Procedure details: 2.3 g of ethyl 2-[4-[((3S)-1-tert-butoxycarbonyl-3-pyrrolidinyl)oxy]phenyl]-3-(5-cyano-2-benzofuranyl)propionate was dissolved in 3 ml of anisole, 25 ml of trifluoroacetic acid was added to the above solution with ice cooling, and the resulting mixture was stirred at room temperature for 1 hour. After distilling off trifluoroacetic acid under reduced pressure, the residue thus obtained was adjusted to pH 10-11 with saturated sodium bicarbonate aqueous solution, extracted with chloroform, and the... The reactants are [H][H] (hydrogen), C(=CCCCCCCCCC)C=1NC2=CC=CC=C2C1 (2-Undec-1-enyl-1H-indole), [H][H] (hydrogen). The reagents and catalysts are [Pd] (palladium on carbon). Solvent: C(C)O (ethanol). Product: C(CCCCCCCCCC)C=1NC2=CC=CC=C2C1 (2-undecyl-1H-indole). Reaction SMILES: [CH:1]([C:12]1[NH:13][C:14]2[C:19]([CH:20]=1)=[CH:18][CH:17]=[CH:16][CH:15]=2)=[CH:2][CH2:3][CH2:4][CH2:5][CH2:6][CH2:7][CH2:8][CH2:9][CH2:10][CH3:11].[H][H]>C(O)C.[Pd]>[CH2:1]([C:12]1[NH:13][C:14]2[C:19]([CH:20]=1)=[CH:18][CH:17]=[CH:16][CH:15]=2)[CH2:2][CH2:3][CH2:4][CH2:5][CH2:6][CH2:7][CH2:8][CH2:9][CH2:10][CH3:11]. Reported procedure: 2-Undec-1-enyl-1H-indole was dissolved in ethanol and 10% palladium on carbon was added to the solution. The reaction flask was sealed and exposed to hydrogen gas under pressure and was stirred until the hydrogen gas consumption was completely stopped. The reaction mixture was filtered through celite. The solvent was evaporated to afford the desired product.